This data is from the Open Reaction Database (ORD), a public repository of structured organic reaction records. The task is: describe an organic reaction: reactants, conditions, products, and yield Solvent: C(C)(=O)O (acetic acid), C(C)(=O)O (acetic acid), C(C)(=O)O (acetic acid). The product is NC=1SC2=NC(=CC=C2N1)OC=1C=C(C=CC1C)NC(OC(C)(C)C)=O (tert-butyl {3-[(2-amino[1,3]thiazolo[5,4-b]pyridin-5-yl)oxy]-4-methylphenyl}carbamate). Run at time 10 minute. Yield: 82.2%. As a reaction SMILES: [S-:1][C:2]#[N:3].[K+].[NH2:5][C:6]1[CH:7]=[CH:8][C:9]([O:12][C:13]2[CH:14]=[C:15]([NH:20][C:21](=[O:27])[O:22][C:23]([CH3:26])([CH3:25])[CH3:24])[CH:16]=[CH:17][C:18]=2[CH3:19])=[N:10][CH:11]=1.BrBr>C(O)(=O)C>[NH2:3][C:2]1[S:1][C:11]2[C:6]([N:5]=1)=[CH:7][CH:8]=[C:9]([O:12][C:13]1[CH:14]=[C:15]([NH:20][C:21](=[O:27])[O:22][C:23]([CH3:25])([CH3:24])[CH3:26])[CH:16]=[CH:17][C:18]=1[CH3:19])[N:10]=2 |f:0.1|. Reported procedure: Potassium thiocyanate (1.23 g, 12.7 mmol) was suspended in acetic acid (25 mL), and the mixture was stirred at room temperature for 10 min. A solution of tert-butyl {3-[(5-aminopyridin-2-yl)oxy]-4-methylphenyl}carbamate (1.00 g, 3.17 mmol) in acetic acid (25 mL) was added to the obtained solution, and the mixture was further stirred at room temperature for 10 min. A solution of bromine (531 mg, 3.32 mmol) in acetic acid (20 mL) was slowly added dropwise to the obtained solution. After the comple... The reactants are [S-]C#N.[K+] (Potassium thiocyanate), NC=1C=CC(=NC1)OC=1C=C(C=CC1C)NC(OC(C)(C)C)=O (tert-butyl {3-[(5-aminopyridin-2-yl)oxy]-4-methylphenyl}carbamate), BrBr (bromine).